describe an organic reaction: reactants, conditions, products, and yield From a dataset of the Open Reaction Database (ORD), a public repository of structured organic reaction records. Yields the product BrC=1C=C2C(NC=NC2=CC1C)=O (6-bromo-7-methylquinazolin-4(3H)-one). Procedure details: 7-methylquinazolin-4(3H)-one (14.56 g, 91 mmol) was added to methanol (70 ml, 91 mmol) and glacial acetic acid (70 ml, 1212 mmol). The mixture was stirred at RT for 5 min followed by the slow addition of bromine (9.3 mL, 182 mmol). The reaction was stirred at RT for 3 h. Volatiles were evaporated under reduced pressure and the resulting crude residue washed with aqueous sodium thiosulfate to remove excess bromine and HBr, then oven dried to give 6-bromo-7-methylquinazolin-4(3H)-one (18.35 g, 84%... Conditions: time 5 minute. Yield: 84.3%. RXN SMILES: [CH3:1][C:2]1[CH:11]=[C:10]2[C:5]([C:6](=[O:12])[NH:7][CH:8]=[N:9]2)=[CH:4][CH:3]=1.CO.C(O)(=O)C.[Br:19]Br>>[Br:19][C:3]1[CH:4]=[C:5]2[C:10](=[CH:11][C:2]=1[CH3:1])[N:9]=[CH:8][NH:7][C:6]2=[O:12]. The reactants are CC1=CC=C2C(NC=NC2=C1)=O (7-methylquinazolin-4(3H)-one), CO (methanol), C(C)(=O)O (acetic acid), BrBr (bromine).